This data is from the Open Reaction Database (ORD), a public repository of structured organic reaction records. The task is: describe an organic reaction: reactants, conditions, products, and yield Yield: 72.5%. Reported procedure: Into a 100 ml glass reactor equipped with a reflux condenser and a stirrer, 50 g (0.207 mol) of the mixture (1:1) of the 3,4,5,6-tetrafluorophthaloyldifluoride and the 3,3,4,5,6,7-hexafluoro-1-[3H]-isobenzofuranone of Example 2, and 17.4 g (0.207 mol) of sodiumhydrogen carbonate were charged, and the mixture was reacted at 130° C. for 5 hours with vigorous stirring. Then the reaction mixture was separated by distillation to obtain 33.0 g of tetrafluorophthalic anhydride. The yield was 72.5%. Starting materials: mixture, FC1=C(C(C(=O)F)=C(C(=C1F)F)F)C(=O)F (3,4,5,6-tetrafluorophthaloyldifluoride), FC1(OC(C2=C(C(=C(C(=C12)F)F)F)F)=O)F (3,3,4,5,6,7-hexafluoro-1-[3H]-isobenzofuranone), C(O)([O-])=O.[Na+] (sodiumhydrogen carbonate). The product is FC=1C(=C(C(=C2C1C(=O)OC2=O)F)F)F (tetrafluorophthalic anhydride). RXN SMILES: [F:1][C:2]1[C:10]([F:11])=[C:9]([F:12])[C:8]([F:13])=[C:4]([C:5](F)=[O:6])[C:3]=1[C:14](F)=[O:15].FC1(F)C2C(=C(F)C(F)=C(F)C=2F)C(=O)[O:19]1.C(=O)([O-])O.[Na+]>>[F:1][C:2]1[C:10]([F:11])=[C:9]([F:12])[C:8]([F:13])=[C:4]2[C:5](=[O:19])[O:6][C:14](=[O:15])[C:3]=12 |f:2.3|. Starting materials: BrC1=CC(=C(CBr)C=C1)F (4-bromo-2-fluoro-benzylbromide), C(C)[O-].[Na+] (natrium ethanolate), C(C)OC(C(C(=O)OCC)CCCCCCCC)=O (octylmalonic acid diethylester). The solvent is C(C)O (ethanol). The product is C(C)OC(C(C(=O)OCC)(CCCCCCCC)CC1=C(C=C(C=C1)Br)F)=O (2-(4-bromo-2-fluoro phenyl)methyl-2-octyl malonic acid diethylester). RXN SMILES: [Br:1][C:2]1[CH:9]=[CH:8][C:5]([CH2:6]Br)=[C:4]([F:10])[CH:3]=1.C([O-])C.[Na+].[CH2:15]([O:17][C:18](=[O:33])[CH:19]([CH2:25][CH2:26][CH2:27][CH2:28][CH2:29][CH2:30][CH2:31][CH3:32])[C:20]([O:22][CH2:23][CH3:24])=[O:21])[CH3:16]>C(O)C>[CH2:15]([O:17][C:18](=[O:33])[C:19]([CH2:6][C:5]1[CH:8]=[CH:9][C:2]([Br:1])=[CH:3][C:4]=1[F:10])([CH2:25][CH2:26][CH2:27][CH2:28][CH2:29][CH2:30][CH2:31][CH3:32])[C:20]([O:22][CH2:23][CH3:24])=[O:21])[CH3:16] |f:1.2|. Procedure: 4-bromo-2-fluoro-benzylbromide [76283-09-5] is reacted in ethanol with stoichiometric compounds of natrium ethanolate and octylmalonic acid diethylester to form 2-(4-bromo-2-fluoro phenyl)methyl-2-octyl malonic acid diethylester. After usual post-treatment and distillation a 50% aqueous potassium hydroxide solution is added to the methanolic solution and heated until the saponification has ended. After cooling sulfuric acid is added to adjust the pH to a value of 1-2. The 4-fold volume of water ... Starting materials: C(C=C)N (allylamine), C(C)(C)N(CC)C(C)C (diisopropyl ethylamine), solution, FC1=C(C=CC=C1)CCOS(=O)(=O)C1=CC=C(C=C1)C (toluen-4-sulfonate-2-(2-fluoro-phenyl)-ethyl ester), [OH-].[Na+] (NaOH). Solvent: C(C)#N (acetonitrile). Conditions: temperature 80 celsius, time 6 hour. Yields the product C(C=C)NCCC1=C(C=CC=C1)F (allyl-[2-(2-fluoro-phenyl)-ethyl]-amine). Yield: 66.0%. RXN SMILES: [CH2:1]([NH2:4])[CH:2]=[CH2:3].C(N(C(C)C)CC)(C)C.[F:14][C:15]1[CH:20]=[CH:19][CH:18]=[CH:17][C:16]=1[CH2:21][CH2:22]OS(C1C=CC(C)=CC=1)(=O)=O.[OH-].[Na+]>C(#N)C>[CH2:1]([NH:4][CH2:22][CH2:21][C:16]1[CH:17]=[CH:18][CH:19]=[CH:20][C:15]=1[F:14])[CH:2]=[CH2:3] |f:3.4|. Procedure: 0.89 ml of allylamine (11.89 mM) and 0.31 ml of diisopropyl ethylamine (1.78 mM) were added to the reaction solution (1.19 mM) containing 350 mg of toluen-4-sulfonate-2-(2-fluoro-phenyl)-ethyl ester (u) prepared by above Step 1 dissolved in acetonitrile solution with stirring for 6 hrs at 80° C. After the reaction mixture was neutralized with 10% NaOH solution, the mixture was extracted with chloroform, washed with saturated NaCl solution, dried over MgSO4, filtered, and concentrated in vacuo. T... Starting materials: ClC=1N(C(C=C(N1)C(C(F)(F)F)(F)F)=O)C1=C(C=C(C(=C1)OC(C)C)Cl)F (2-chloro-1-(4-chloro-2-fluoro-5-isopropoxyphenyl)-4-pentafluoroethyl-6(1H)-pyrimidinone), [Na] (sodium). Run in C(CC)O (n-propanol). Yields the product ClC1=CC(=C(C=C1OC(C)C)N1C(=NC(=CC1=O)C(C(F)(F)F)(F)F)OCCC)F (1-(4-chloro-2-fluoro-5-isopropoxyphenyl)-4 -pentafluoroethyl-2-(n-propoxy)-6(1H)-pyrimidinone). As a reaction SMILES: Cl[C:2]1[N:3]([C:16]2[CH:21]=[C:20]([O:22][CH:23]([CH3:25])[CH3:24])[C:19]([Cl:26])=[CH:18][C:17]=2[F:27])[C:4](=[O:15])[CH:5]=[C:6]([C:8]([F:14])([F:13])[C:9]([F:12])([F:11])[F:10])[N:7]=1.[Na]>C(O)CC>[Cl:26][C:19]1[C:20]([O:22][CH:23]([CH3:25])[CH3:24])=[CH:21][C:16]([N:3]2[C:4](=[O:15])[CH:5]=[C:6]([C:8]([F:14])([F:13])[C:9]([F:12])([F:11])[F:10])[N:7]=[C:2]2[O:15][CH2:4][CH2:5][CH3:6])=[C:17]([F:27])[CH:18]=1 |^1:27|. Procedure details: using 2-chloro-1-(4-chloro-2-fluoro-5-isopropoxyphenyl)-4-pentafluoroethyl-6(1H)-pyrimidinone and sodium propylate in n-propanol there is obtained 1-(4-chloro-2-fluoro-5-isopropoxyphenyl)-4 -pentafluoroethyl-2-(n-propoxy)-6(1H)-pyrimidinone, 1H-NMR (CDCl3, 400 MHz): 7.31 ppm (d,1H), 6.82 ppm (d,1H), 6.63 ppm (s,1H), 4.46 ppm (m,1H), 4.36 ppm (m,2H), 1.66 ppm (m,2H), 1.38 ppm (d,3H), 1.37 ppm (d,3H), o.85 ppm (t,3H); The reactants are [H-].[H-].[H-].[H-].[Li+].[Al+3] (LiAlH4), C(C)NC1=NC(=CC=C1)CC(=O)OCC (ethyl 2-(ethylamino)-6-pyridylacetate), C1CCOC1 (THF), C1CCOC1 (THF). Run at temperature 0 celsius, time 5 hour. Yields the product C(C)NC1=NC(=CC=C1)C(C)O (2-(Ethylamino)-6-pyridylethanol). Reaction SMILES: [H-].[H-].[H-].[H-].[Li+].[Al+3].[CH2:7]([NH:9][C:10]1[CH:15]=[CH:14][CH:13]=[C:12]([CH2:16][C:17](OCC)=O)[N:11]=1)[CH3:8].C1C[O:25]CC1>>[CH2:7]([NH:9][C:10]1[CH:15]=[CH:14][CH:13]=[C:12]([CH:16]([OH:25])[CH3:17])[N:11]=1)[CH3:8] |f:0.1.2.3.4.5|. Procedure details: To a mechanically stirred solution of LiAlH4 in THF( 1.0 M, 20 mL, 20.4 mmol) was added dropwise a solution of ethyl 2-(ethylamino)-6-pyridylacetate (1 g, 4.1 mmol) in THF (30 mL). After the addition was completed, the reaction mixture was heated to reflux. After 5 hr, the reaction was cooled to 0° C. and quenched with 10% NaOH solution. The solids were removed by filtration, and the filtrate was concentrated in vacuum. The residue was dissolved in CH2Cl2, and the solution was dried (MgSO4) and ... Starting materials: C(C)(=O)OCC (ethyl acetate), [F-].C(CCC)[N+](CCCC)(CCCC)CCCC (tetrabutylammonium fluoride), solution, ClC1=C(C=C2C(=NN(C2=C1)COCC[Si](C)(C)C)NC(CCC)=O)C1=CC=C(C=C1)CC (N-[6-chloro-5-(4-ethylphenyl)-1-[[2-(trimethylsilyl)ethoxy]methyl]-1H-indazol-3-yl]butanamide). Run in O1CCCC1 (tetrahydrofuran), O1CCCC1 (tetrahydrofuran). Yields the product ClC1=C(C=C2C(=NNC2=C1)NC(CCC)=O)C1=CC=C(C=C1)CC (N-[6-chloro-5-(4-ethylphenyl)-1H-indazol-3-yl]butanamide). As a reaction SMILES: [F-].C([N+](CCCC)(CCCC)CCCC)CCC.[Cl:19][C:20]1[CH:28]=[C:27]2[C:23]([C:24]([NH:37][C:38](=[O:42])[CH2:39][CH2:40][CH3:41])=[N:25][N:26]2COCC[Si](C)(C)C)=[CH:22][C:21]=1[C:43]1[CH:48]=[CH:47][C:46]([CH2:49][CH3:50])=[CH:45][CH:44]=1.C(OCC)(=O)C>O1CCCC1>[Cl:19][C:20]1[CH:28]=[C:27]2[C:23]([C:24]([NH:37][C:38](=[O:42])[CH2:39][CH2:40][CH3:41])=[N:25][NH:26]2)=[CH:22][C:21]=1[C:43]1[CH:44]=[CH:45][C:46]([CH2:49][CH3:50])=[CH:47][CH:48]=1 |f:0.1|. Reported procedure: 14 cm3 of tetrabutylammonium fluoride as a 1M solution in tetrahydrofuran are added to 1.1 g of N-[6-chloro-5-(4-ethylphenyl)-1-[[2-(trimethylsilyl)ethoxy]methyl]-1H-indazol-3-yl]butanamide, described previously, in 50 cm3 of tetrahydrofuran. The medium is then refluxed for 18 hours and the mixture is then allowed to return to room temperature and 75 cm3 of ethyl acetate are added; the organic phase is washed with 2×100 cm3 of saturated aqueous sodium hydrogen carbonate solution and then with 75... Starting materials: C1=CC=CC=C1 (benzene), O (water), NN (hydrazine), C(C1=CC=CC=C1)NC(=O)[C@@H]1[C@]2(C3[C@@]45CCN([C@@H](C4(C1)CC2)CC2=CC=C(C(=C25)O3)OC3=NN=NN3C3=CC=CC=C3)CC3CC3)O ((4R,6S,7R,12bS)—N-benzyl-3-(cyclopropylmethyl)-7-hydroxy-9-[(1-phenyl-1H-tetrazol-5-yl)oxy]-1,2,3,4,5,6,7,7a-octahydro-4a,7-ethano-4,12-methanobenzofuro[3,2-e]isoquinoline-6-carboxamide). Reagents/catalysts: [C].[Pd] (palladium-carbon). Run in C(C)O (ethanol), C(C)(=O)OCC (ethyl acetate). Run at temperature 85 celsius, time 16 hour. Product: C(C1=CC=CC=C1)NC(=O)[C@@H]1[C@]2(C3[C@@]45CCN([C@@H](C4(C1)CC2)CC2=CC=CC(=C25)O3)CC3CC3)O ((4R,6S,7R,12bS)—N-benzyl-3-(cyclopropylmethyl)-7-hydroxy-1,2,3,4,5,6,7,7a-octahydro-4a,7-ethano-4,12-methanobenzofuro[3,2-e]isoquinoline-6-carboxamide). Isolated yield 37.4%. RXN SMILES: [CH2:1]([NH:8][C:9]([C@H:11]1[CH2:20][C:19]23[CH2:21][CH2:22][C@:12]1([OH:47])[CH:13]1[O:30][C:28]4=[C:29]5[C@@:14]12[CH2:15][CH2:16][N:17]([CH2:43][CH:44]1[CH2:46][CH2:45]1)[C@@H:18]3[CH2:23][C:24]5=[CH:25][CH:26]=[C:27]4OC1N(C2C=CC=CC=2)N=NN=1)=[O:10])[C:2]1[CH:7]=[CH:6][CH:5]=[CH:4][CH:3]=1.C1C=CC=CC=1.O.NN>C(O)C.C(OCC)(=O)C.[C].[Pd]>[CH2:1]([NH:8][C:9]([C@H:11]1[CH2:20][C:19]23[CH2:21][CH2:22][C@:12]1([OH:47])[CH:13]1[O:30][C:28]4=[C:29]5[C@@:14]12[CH2:15][CH2:16][N:17]([CH2:43][CH:44]1[CH2:45][CH2:46]1)[C@@H:18]3[CH2:23][C:24]5=[CH:25][CH:26]=[CH:27]4)=[O:10])[C:2]1[CH:7]=[CH:6][CH:5]=[CH:4][CH:3]=1 |f:6.7|. Procedure details: Under an argon atmosphere, the compound 112 (2.33 g, 3.69 mmol) was dissolved in ethanol (20 mL), benzene (36 mL), and water (10 mL), the solution was added with 10% palladium-carbon (2.3 g), and aqueous hydrazine (64 v/v %, 25 mL), and the mixture was stirred at 85° C. for 16 hours. The reaction mixture was diluted with ethyl acetate, and filtered through Celite. The organic layer was washed with water, and saturated brine, dried over anhydrous sodium sulfate, and then concentrated. The obtaine...